Task: describe an organic reaction: reactants, conditions, products, and yield. Dataset: the Open Reaction Database (ORD), a public repository of structured organic reaction records Reactants: C(C1=CC=CC=C1)[C@H]1C(OC[C@@H](C(O[C@H]([C@@H]1O)C)=O)NC(C1=NC=CC(=C1O)OC)=O)=O (N-((3S,7R,8R,9S)-7-benzyl-8-hydroxy-9-methyl-2,6-dioxo-1,5-dioxonan-3-yl)-3-hydroxy-4-methoxypicolinamide), ( g ). Solvent: Cl (HCl). Reaction conditions: temperature 23 celsius, time 1 hour. Yields the product C(C1=CC=CC=C1)[C@H]1C(O[C@H]([C@@H]1O)C)=O ((3R,4R,5S)-3-benzyl-4-hydroxy-5-methyldihydrofuran-2(3H)-one). The yield is 70.0%. RXN SMILES: [CH2:1]([C@@H:8]1[C@@H:16]([OH:17])[C@H:15]([CH3:18])[O:14][C:13](=[O:19])[C@@H](NC(=O)C2C(O)=C(OC)C=CN=2)COC1=O)[C:2]1[CH:7]=[CH:6][CH:5]=[CH:4][CH:3]=1>Cl>[CH2:1]([C@@H:8]1[C@@H:16]([OH:17])[C@H:15]([CH3:18])[O:14][C:13]1=[O:19])[C:2]1[CH:3]=[CH:4][CH:5]=[CH:6][CH:7]=1. Procedure details: A suspension of N-((3S,7R,8R,9S)-7-benzyl-8-hydroxy-9-methyl-2,6-dioxo-1,5-dioxonan-3-yl)-3-hydroxy-4-methoxypicolinamide, prepared as described by Ricks, Michael J. et al. in U.S. Pat. No. 6,706,740 2004, (20.0 grams (g), 38.7 millimole (mmol), 1.00 equivalent (equiv)) in 6M HCl (200 milliliters (mL)) was heated to 100° C. with rapid stirring. After 1 hour (h), the resulting brown solution was cooled to 23° C. and extracted with diethyl ether (Et2O; 2×200 mL). The organic extracts were combined... The reactants are COC(=O)c1ccc(C(F)(F)C(F)(F)F)c(SC)c1C, CO, Cl, [Na+], [OH-], O. Yields the product CSc1c(C(F)(F)C(F)(F)F)ccc(C(=O)O)c1C. RXN SMILES: [CH3:1][c:2]1[c:3]([C:4](=[O:5])[O:6][CH3:7])[cH:8][cH:9][c:10]([C:14]([C:15]([F:16])([F:17])[F:18])([F:19])[F:20])[c:11]1[S:12][CH3:13].[CH3:21][OH:22].[ClH:25].[Na+:24].[OH-:23].[OH2:26]>>[CH3:1][c:2]1[c:3]([C:4](=[O:5])[OH:6])[cH:8][cH:9][c:10]([C:14]([C:15]([F:16])([F:17])[F:18])([F:19])[F:20])[c:11]1[S:12][CH3:13]. The reactants are Cl (hydrochloric acid), C(CCC)[C@@H]1CC[C@H](CC1)CCO (2-(trans-4'-butylcyclohexyl) ethanol), N1=CC=CC=C1 (pyridine), O=S(Cl)Cl (SOCl2). Yields the product C(CCC)[C@@H]1CC[C@H](CC1)CCCl (2-(trans-4'-butylcyclohexyl)-1-chloroethane). The yield is 88.2%. Reaction SMILES: [CH2:1]([C@H:5]1[CH2:10][CH2:9][C@H:8]([CH2:11][CH2:12]O)[CH2:7][CH2:6]1)[CH2:2][CH2:3][CH3:4].N1C=CC=CC=1.O=S(Cl)[Cl:22].Cl>>[CH2:1]([C@H:5]1[CH2:10][CH2:9][C@H:8]([CH2:11][CH2:12][Cl:22])[CH2:7][CH2:6]1)[CH2:2][CH2:3][CH3:4]. Procedure details: A mixture of 31 g (0.17 mol) of 2-(trans-4'-butylcyclohexyl) ethanol and 14 g (0.18 mol) of anhydrous pyridine was stirred over an ice water bath and 25 g (0.21 mol) of SOCl2 was added drop-wise to the mixture. The resulting reaction product was stirred and heated with a mantle heater at 105° to 110° C. for 3 hours. The reaction product was cooled to room temperature and poured into a beaker containing ice and concentrated hydrochloric acid. The oily layer was separated out and the aqueous layer... The reactants are FC=1C=C(C=CC1F)C1CCC2=C1NC(=C2)C(=O)OCC (ethyl 6-(3,4-difluorophenyl)-1,4,5,6-tetrahydrocyclopenta[b]pyrrole-2-carboxylate), [OH-].[Li+] (lithium hydroxide). Run in O (water). The product is FC=1C=C(C=CC1F)C1CCC2=C1NC(=C2)C(=O)O (6-(3,4-difluorophenyl)-1,4,5,6-tetrahydrocyclopenta[b]pyrrole-2-carboxylic acid). As a reaction SMILES: [F:1][C:2]1[CH:3]=[C:4]([CH:9]2[C:13]3[NH:14][C:15]([C:17]([O:19]CC)=[O:18])=[CH:16][C:12]=3[CH2:11][CH2:10]2)[CH:5]=[CH:6][C:7]=1[F:8].[OH-].[Li+]>O>[F:1][C:2]1[CH:3]=[C:4]([CH:9]2[C:13]3[NH:14][C:15]([C:17]([OH:19])=[O:18])=[CH:16][C:12]=3[CH2:11][CH2:10]2)[CH:5]=[CH:6][C:7]=1[F:8] |f:1.2|. Procedure: The title compound was synthesized from ethyl 6-(3,4-difluorophenyl)-1,4,5,6-tetrahydrocyclopenta[b]pyrrole-2-carboxylate and lithium hydroxide in water according to General Procedure 7. Yields the product COC1=C(C=CC(=C1OC)OC)C=1SC2=C(N1)C=C(C=C2)F (2-(2, 3, 4-Trimethoxyphenyl)-5-fluorobenzothiazole). As a reaction SMILES: [F:1][C:2]1[CH:3]=[CH:4][C:5]2[S:9][C:8]([C:10]3[CH:15]=[CH:14][C:13]([O:16][CH3:17])=[C:12]([OH:18])[CH:11]=3)=[N:7][C:6]=2[CH:19]=1.[C:20]([O-:23])([O-])=O.[K+].[K+].Br[CH2:27]CCBr>CC#N>[CH3:20][O:23][C:11]1[C:12]([O:18][CH3:27])=[C:13]([O:16][CH3:17])[CH:14]=[CH:15][C:10]=1[C:8]1[S:9][C:5]2[CH:4]=[CH:3][C:2]([F:1])=[CH:19][C:6]=2[N:7]=1 |f:1.2.3|. Starting materials: FC=1C=CC2=C(N=C(S2)C2=CC(=C(C=C2)OC)O)C1 (5-Fluoro-2-(3-hydroxy-4-methoxyphenyl)benzothiazole), C(=O)([O-])[O-].[K+].[K+] (K2CO3), BrCCCBr (1,3-dibromopropane). Procedure details: To a solution of 5-fluoro-2-(3-hydroxy-4-methoxyphenyl)benzothiazole 5 (0.15 g, 0.55 mmol) in CH3CN (30 ml) were added K2CO3 (0.11 g, 0.82 mmol) and 1,3-dibromopropane (0.28 ml, 2.74 mmol), and the mixture was heated under reflux at 80° C. for 24 hours. The reaction mixture was allowed to cool at room temperature and then concentrated in vacuum. The residue was taken up with CHCl3 (30 ml), and the CHCl3 layer was washed with 0.2N NaOH aq (30 ml×2), then dried and concentrated in vacuum. The resi... Reaction conditions: temperature 80 celsius. Solvent: CC#N (CH3CN). The reactants are ClC1=CC(=NC=C1C(=O)OCC)Cl (ethyl 4,6-dichloronicotinate), NC1=CC=C(C=C1)C(=O)N1CCOCC1 ((4-aminophenyl)(morpholino)methanone), CCN(C(C)C)C(C)C (DIEA). Run in CN(C(C)=O)C (N,N-Dimethylacetamide). Conditions: temperature 120 celsius. Product: ClC1=NC=C(C(=O)OCC)C(=C1)NC1=CC=C(C=C1)C(=O)N1CCOCC1 (ethyl 6-chloro-4-(4-(morpholine-4-carbonyl)phenylamino)nicotinate). Isolated yield 33.9%. Reaction SMILES: Cl[C:2]1[C:7]([C:8]([O:10][CH2:11][CH3:12])=[O:9])=[CH:6][N:5]=[C:4]([Cl:13])[CH:3]=1.[NH2:14][C:15]1[CH:20]=[CH:19][C:18]([C:21]([N:23]2[CH2:28][CH2:27][O:26][CH2:25][CH2:24]2)=[O:22])=[CH:17][CH:16]=1.CCN(C(C)C)C(C)C>CN(C)C(=O)C>[Cl:13][C:4]1[CH:3]=[C:2]([NH:14][C:15]2[CH:16]=[CH:17][C:18]([C:21]([N:23]3[CH2:24][CH2:25][O:26][CH2:27][CH2:28]3)=[O:22])=[CH:19][CH:20]=2)[C:7]([C:8]([O:10][CH2:11][CH3:12])=[O:9])=[CH:6][N:5]=1. Procedure details: A mixture of ethyl 4,6-dichloronicotinate (500 mg, 2.272 mmol) and (4-aminophenyl)(morpholino)methanone (469 mg, 2.272 mmol) in N,N-Dimethylacetamide (5 mL) was treated with DIEA (0.794 mL, 4.54 mmol) and sealed in a large microwave vial and heated in a heating block at 120° C. overnight. The reaction mixture is removed from heating block, cooled to rt and diluted with water and extracted into CH2Cl2. Washed with water and concentrated to give dark oil which was chromatographed (ISCO Companion 4... The reactants are mixture, methyl and ethyl esters, C1(=CC=CC=C1)NC1=CC=C(C=C1)NC1=C(CCCC1)C(=O)[O-] (2-{4'-[(phenyl)amino]phenyl}aminocyclohexenecarboxylate). Reagents/catalysts: [Pd] (palladium on carbon). The solvent is C1=CC=C(C=C1)C2=CC=CC=C2.C1=CC=C(C=C1)OC2=CC=CC=C2 (Dowtherm), C1=CC=C(C=C1)C2=CC=CC=C2.C1=CC=C(C=C1)OC2=CC=CC=C2 (Dowtherm). Conditions: time 0.5 hour. The product is C1(=CC=CC=C1)NC1=CC=2C(C3=CC=CC=C3NC2C=C1)=O (2-(phenyl)amino-9(10H)acridinone). The yield is 96.0%. As a reaction SMILES: [C:1]1([NH:7][C:8]2[CH:13]=[CH:12][C:11]([NH:14][C:15]3[CH2:20][CH2:19][CH2:18][CH2:17][C:16]=3[C:21]([O-:23])=O)=[CH:10][CH:9]=2)[CH:6]=[CH:5][CH:4]=[CH:3][CH:2]=1>C1C=CC(C2C=CC=CC=2)=CC=1.C1C=CC(OC2C=CC=CC=2)=CC=1.[Pd]>[C:1]1([NH:7][C:8]2[CH:13]=[CH:12][C:11]3[NH:14][C:15]4[C:16](=[CH:17][CH:18]=[CH:19][CH:20]=4)[C:21](=[O:23])[C:10]=3[CH:9]=2)[CH:2]=[CH:3][CH:4]=[CH:5][CH:6]=1 |f:1.2|. Reported procedure: Dowtherm® A (100 ml) was brought to reflux in a mechanically stirred flask with a steam-heated condenser and nitrogen atmosphere. A solution of 30 g of a mixture of the methyl and ethyl esters of 2-{4'-[(phenyl)amino]phenyl}aminocyclohexenecarboxylate in 300 ml of Dowtherm® A was added dropwise over 2 hours. Reflux was continued for 1/2 hour after the addition was complete. The reaction was cooled slightly and 1.5 g of 10% palladium on carbon was added. The mixture was refluxed for an additional...